From a dataset of the Open Reaction Database (ORD), a public repository of structured organic reaction records. describe an organic reaction: reactants, conditions, products, and yield Starting materials: NCC1=NN(N=C1CN(C(=O)OC(C)(C)C)C(=O)OC(C)(C)C)C[C@H]1N(C([C@H]1NC(\C(\C=1N=C(SC1)NC(=O)OC(C)(C)C)=N/OC1(CC1)C(=O)OC(C1=CC=CC=C1)C1=CC=CC=C1)=O)=O)S(=O)(=O)O ((2R,3S)-2-((4-(aminomethyl)-5-((bis(tert-butoxycarbonyl)amino)methyl)-2H-1,2,3-triazol-2-yl)methyl)-3-((Z)-2-((1-((benzhydryloxy)carbonyl)cyclopropoxy)imino)-2-(2-((tert-butoxycarbonyl)amino)thiazol-4-yl)acetamido)-4-oxoazetidine-1-sulfonic acid), C(=O)(C(F)(F)F)O (TFA). Solvent: C(Cl)Cl (DCM). The product is NC=1SC=C(N1)/C(/C(=O)N[C@H]1[C@H](N(C1=O)S(=O)(=O)O)CN1N=C(C(=N1)CN)CN)=N/OC1(CC1)C(=O)O (1-(((Z)-(1-(2-aminothiazol-4-yl)-2-(((2R,3S)-2-((4,5-bis(aminomethyl)-2H-1,2,3-triazol-2-yl)methyl)-4-oxo-1-sulfoazetidin-3-yl)amino)-2-oxoethylidene)amino)oxy)cyclopropanecarboxylic acid). The yield is 19.0%. Reaction SMILES: [NH2:1][CH2:2][C:3]1[C:7]([CH2:8][N:9](C(OC(C)(C)C)=O)C(OC(C)(C)C)=O)=[N:6][N:5]([CH2:24][C@@H:25]2[C@H:28]([NH:29][C:30](=[O:66])/[C:31](=[N:45]\[O:46][C:47]3([C:50]([O:52]C(C4C=CC=CC=4)C4C=CC=CC=4)=[O:51])[CH2:49][CH2:48]3)/[C:32]3[N:33]=[C:34]([NH:37]C(OC(C)(C)C)=O)[S:35][CH:36]=3)[C:27](=[O:67])[N:26]2[S:68]([OH:71])(=[O:70])=[O:69])[N:4]=1.C(O)(C(F)(F)F)=O>C(Cl)Cl>[NH2:37][C:34]1[S:35][CH:36]=[C:32](/[C:31](=[N:45]/[O:46][C:47]2([C:50]([OH:52])=[O:51])[CH2:49][CH2:48]2)/[C:30]([NH:29][C@@H:28]2[C:27](=[O:67])[N:26]([S:68]([OH:71])(=[O:69])=[O:70])[C@@H:25]2[CH2:24][N:5]2[N:6]=[C:7]([CH2:8][NH2:9])[C:3]([CH2:2][NH2:1])=[N:4]2)=[O:66])[N:33]=1. Reported procedure: Followed the general procedure for the acid mediated deprotection using (2R,3S)-2-((4-(aminomethyl)-5-((bis(tert-butoxycarbonyl)amino)methyl)-2H-1,2,3-triazol-2-yl)methyl)-3-((Z)-2-((1-((benzhydryloxy)carbonyl)cyclopropoxy)imino)-2-(2-((tert-butoxycarbonyl)amino)thiazol-4-yl)acetamido)-4-oxoazetidine-1-sulfonic acid (109 mg, 0.11 DCM (1.1 mL), and TFA (0.49 mL, 6.36 mmol) for 2 h. The crude residue was purified by reverse phase prep HPLC (XSelect CSH, 30×100 mm, 5 μm, C18 column; ACN-water with ...